This data is from the Open Reaction Database (ORD), a public repository of structured organic reaction records. The task is: describe an organic reaction: reactants, conditions, products, and yield The reactants are N1C(=CC=C1)C=O (1H-Pyrrole-2-carbaldehyde), BrCCO[Si](C)(C)C(C)(C)C ((2-bromoethoxy)(tert-butyl)dimethylsilane). The product is CCO[Si](C)(C)C(C)(C)C.N1C(=CC=C1)C=O (2-ethoxy-tert-butyldimethylsilane 1H-pyrrole-2-carbaldehyde). As a reaction SMILES: [NH:1]1[CH:5]=[CH:4][CH:3]=[C:2]1[CH:6]=[O:7].Br[CH2:9][CH2:10][O:11][Si:12]([C:15]([CH3:18])([CH3:17])[CH3:16])([CH3:14])[CH3:13]>>[CH3:9][CH2:10][O:11][Si:12]([C:15]([CH3:18])([CH3:17])[CH3:16])([CH3:14])[CH3:13].[NH:1]1[CH:5]=[CH:4][CH:3]=[C:2]1[CH:6]=[O:7] |f:2.3|. Reported procedure: 1H-Pyrrole-2-carbaldehyde was alkylated with (2-bromoethoxy)(tert-butyl)dimethylsilane as described in Example 12, step 1 to provide 1-(2-ethoxy-tert-butyldimethylsilane-1H-pyrrole-2-carbaldehyde as a light yellow oil. Reactants: NC=1SC2=C(N1)C=C(C=C2)F (2-amino-5-fluoro-benzothiazole), C(C)(=O)O (acetic acid), [OH-].[K+] (potassium hydroxide), C(C)(=O)O (acetic acid), ICC#N (iodoacetonitrile). The solvent is O (water), O (water), C(C)O (ethanol), O (water), C(C)O (ethanol). Reaction conditions: temperature 10 celsius, time 15 minute. Yields the product NC1=C(C=CC(=C1)F)SCC#N ((2-Amino-4-fluoro-phenylsulfanyl)acetonitrile). Reaction SMILES: N[C:2]1[S:3][C:4]2[CH:10]=[CH:9][C:8]([F:11])=[CH:7][C:5]=2[N:6]=1.[OH-].[K+].C(O)(=O)C.IC[C:20]#[N:21]>O.C(O)C>[NH2:6][C:5]1[CH:7]=[C:8]([F:11])[CH:9]=[CH:10][C:4]=1[S:3][CH2:2][C:20]#[N:21] |f:1.2|. Procedure: A suspension of 2-amino-5-fluoro-benzothiazole (3.45 g) was stirred for 7 h at 165-170 ° C. under nitrogen in a solution of potassium hydroxide (6.9 g) in water (13.5 ml). The resulting mixture was cooled on an ice bath to 10° C., supplemented with water (5 ml) and then a solution of acetic acid (3.5 ml) in water (4 ml). The mixture was diluted with 96% ethanol (20 ml) and subsequently a solution of iodoacetonitrile (3.42 g) in 96% ethanol (5 ml) was added. After stirring for 15 min the mixture ... Starting materials: C1(CC1)C1=NN=C(O1)COC1=CC(=C(C=C1)[N+](=O)[O-])[N+](=O)[O-] (1-(5-cyclopropyl-1,3,4-oxadiazol-2-yl)methoxy-3,4-dinitrobenzene), O1CCN(CC1)C1=CC=C(C=C1)NC(=O)C1=CC=C(C=O)C=C1 (4-(4-morpholinophenyl)aminocarbonylbenzaldehyde). Product: C1(CC1)C1=NN=C(O1)COC=1C=CC2=C(NC(=N2)C2=CC=C(C(=O)NC3=CC=C(C=C3)N3CCOCC3)C=C2)C1 (4-(6-((5-Cyclopropyl-1,3,4-oxadiazol-2-yl)methoxy)-1H-benzo[d]imidazol-2-yl)-N-(4-morpholinophenyl)benzamide). Reaction SMILES: [CH:1]1([C:4]2[O:8][C:7]([CH2:9][O:10][C:11]3[CH:16]=[CH:15][C:14]([N+:17]([O-])=O)=[C:13]([N+:20]([O-])=O)[CH:12]=3)=[N:6][N:5]=2)[CH2:3][CH2:2]1.[O:23]1[CH2:28][CH2:27][N:26]([C:29]2[CH:34]=[CH:33][C:32]([NH:35][C:36]([C:38]3[CH:45]=[CH:44][C:41]([CH:42]=O)=[CH:40][CH:39]=3)=[O:37])=[CH:31][CH:30]=2)[CH2:25][CH2:24]1>>[CH:1]1([C:4]2[O:8][C:7]([CH2:9][O:10][C:11]3[CH:16]=[CH:15][C:14]4[N:17]=[C:42]([C:41]5[CH:40]=[CH:39][C:38]([C:36]([NH:35][C:32]6[CH:31]=[CH:30][C:29]([N:26]7[CH2:25][CH2:24][O:23][CH2:28][CH2:27]7)=[CH:34][CH:33]=6)=[O:37])=[CH:45][CH:44]=5)[NH:20][C:13]=4[CH:12]=3)=[N:6][N:5]=2)[CH2:3][CH2:2]1. Procedure details: Compound 630 was prepared according to the procedure similar to that described in Scheme III from 1-(5-cyclopropyl-1,3,4-oxadiazol-2-yl)methoxy-3,4-dinitrobenzene and 4-(4-(4-morpholinophenyl)aminocarbonylbenzaldehyde. [M+H]+ calcd for C30H28N6O4: 537.22; found: 537.06. Starting materials: FC(C(/C=C/C1=CC(=C(C(=O)O)C=C1)C(F)(F)F)C1=CC(=C(C(=C1)Cl)Cl)Cl)(F)F ((E)-4-(4,4,4-trifluoro-3-(3,4,5-trichlorophenyl)but-1-en-1-yl)-2-(trifluoromethyl)benzoic acid), S(=O)(Cl)Cl (Thionyl chloride), C([O-])([O-])=O.[Na+].[Na+] (sodium carbonate), NC1(CC1)C(=O)O (1-aminocyclopropanecarboxylic acid). Reagents/catalysts: [Br-].C(CCCCCCCCCCC)[N+](C)(C)C (dodecyltrimethylammonium bromide). The solvent is ClC(C)Cl (dichloroethane). Yields the product FC(C(/C=C/C1=CC(=C(C(=O)NC2(CC2)C(=O)O)C=C1)C(F)(F)F)C1=CC(=C(C(=C1)Cl)Cl)Cl)(F)F ((E)-1-(4-(4,4,4-Trifluoro-3-(3,4,5-trichlorophenyl)but-1-en-1-yl)-2-(trifluoromethyl)benzamido)cyclopropanecarboxylic acid). Yield: 77.1%. As a reaction SMILES: [F:1][C:2]([F:29])([F:28])[CH:3]([C:19]1[CH:24]=[C:23]([Cl:25])[C:22]([Cl:26])=[C:21]([Cl:27])[CH:20]=1)/[CH:4]=[CH:5]/[C:6]1[CH:14]=[CH:13][C:9]([C:10]([OH:12])=O)=[C:8]([C:15]([F:18])([F:17])[F:16])[CH:7]=1.S(Cl)(Cl)=O.C(=O)([O-])[O-].[Na+].[Na+].[NH2:40][C:41]1([C:44]([OH:46])=[O:45])[CH2:43][CH2:42]1>[Br-].C([N+](C)(C)C)CCCCCCCCCCC.ClC(Cl)C>[F:29][C:2]([F:28])([F:1])[CH:3]([C:19]1[CH:24]=[C:23]([Cl:25])[C:22]([Cl:26])=[C:21]([Cl:27])[CH:20]=1)/[CH:4]=[CH:5]/[C:6]1[CH:14]=[CH:13][C:9]([C:10]([NH:40][C:41]2([C:44]([OH:46])=[O:45])[CH2:43][CH2:42]2)=[O:12])=[C:8]([C:15]([F:17])([F:18])[F:16])[CH:7]=1 |f:2.3.4,6.7|. Procedure details: A 250 mL round bottomed (rb) flask equipped with a magnetic stir bar, temperature probe and reflux condenser was charged with (E)-4-(4,4,4-trifluoro-3-(3,4,5-trichlorophenyl)but-1-en-1-yl)-2-(trifluoromethyl)benzoic acid (5.3 g, 11.10 mmol) and dichloroethane (DCE) (40 mL). Thionyl chloride (1.620 mL, 22.19 mmol) was added neat in one portion and the resulting reaction mixture was heated at reflux for 2.5 h. After which time the reaction mixture was allowed to cool and then concentrated to give ...